From a dataset of the Open Reaction Database (ORD), a public repository of structured organic reaction records. describe an organic reaction: reactants, conditions, products, and yield As a reaction SMILES: [Cr:21](=[O:22])([O:23][Cr:24]([O-:25])(=[O:26])=[O:27])([O-:28])=[O:29].[O:55]=[CH:56][N:57]([CH3:58])[CH3:59].[OH:42][C:43]([CH2:44][C:45]([C:46](=[O:47])[OH:48])([CH2:49][C:50](=[O:51])[OH:52])[OH:53])=[O:54].[P:1](=[O:2])([O:3][C:4]([CH3:5])([CH3:6])[CH3:7])([O:8][C:9]([CH3:10])([CH3:11])[CH3:12])[O:13][CH2:14][C:15]([CH2:16][CH2:17][OH:18])([CH3:19])[CH3:20].[nH+:30]1[cH:31][cH:32][cH:33][cH:34][cH:35]1.[nH+:36]1[cH:37][cH:38][cH:39][cH:40][cH:41]1>>[P:1](=[O:2])([O:3][C:4]([CH3:5])([CH3:6])[CH3:7])([O:8][C:9]([CH3:10])([CH3:11])[CH3:12])[O:13][CH2:14][C:15]([CH2:16][C:17](=[O:18])[OH:22])([CH3:19])[CH3:20]. The product is CC(C)(COP(=O)(OC(C)(C)C)OC(C)(C)C)CC(=O)O. Starting materials: O=[Cr](=O)([O-])O[Cr](=O)(=O)[O-], CN(C)C=O, O=C(O)CC(O)(CC(=O)O)C(=O)O, CC(C)(CCO)COP(=O)(OC(C)(C)C)OC(C)(C)C, c1cc[nH+]cc1, c1cc[nH+]cc1. Reactants: COC=1CCC(C(CN1)C)C (3,4,5,6-tetrahydro-7-methoxy-3,4-dimethyl-2H-azepine), [Cl-].[NH4+] (ammonium chloride), title material. Run in CO (MeOH). The product is Cl.CC1CCC(NCC1C)=N (hexahydro-5,6-dimethyl-1H-azepin-2-imine, monohydrochloride). Reaction SMILES: CO[C:3]1[CH2:4][CH2:5][CH:6]([CH3:11])[CH:7]([CH3:10])[CH2:8][N:9]=1.[Cl-:12].[NH4+:13]>CO>[ClH:12].[CH3:11][CH:6]1[CH:7]([CH3:10])[CH2:8][NH:9][C:3](=[NH:13])[CH2:4][CH2:5]1 |f:1.2,4.5|. Reported procedure: The product of EXAMPLE 124 in MeOH is reacted with ammonium chloride by the method of EXAMPLE 27 to generate the title material. The reactants are C(C)(=O)OC1=CC=C(C=C1)C(C(=O)OC)(C)Br (methyl 2-(4-acetoxyphenyl)-2-bromopropionate), C1CCOC1 (THF), N (ammonia). The solvent is C(C)O (ethanol). Yields the product NC(C(=O)OC)(C)C1=CC=C(C=C1)O (Methyl 2-amino-2-(4-hydroxyphenyl)propionate). Reaction SMILES: C([O:4][C:5]1[CH:10]=[CH:9][C:8]([C:11](Br)([CH3:16])[C:12]([O:14][CH3:15])=[O:13])=[CH:7][CH:6]=1)(=O)C.C1COCC1.[NH3:23]>C(O)C>[NH2:23][C:11]([C:8]1[CH:9]=[CH:10][C:5]([OH:4])=[CH:6][CH:7]=1)([CH3:16])[C:12]([O:14][CH3:15])=[O:13]. Procedure details: 10 g of methyl 2-(4-acetoxyphenyl)-2-bromopropionate, 50 mL of THF and 30 mL of ethanol are introduced into a Woulff bottle at ambient temperature. The mixture is saturated with gaseous ammonia and stirred for one night at ambient temperature. The insoluble matter is filtered and purified over a silica column with 90/10 dichloromethane/methanol to yield the product (5 g; Yd=77%).